Dataset: the Open Reaction Database (ORD), a public repository of structured organic reaction records. Task: describe an organic reaction: reactants, conditions, products, and yield The reactants are NC1=CC=CC=C1 (aniline), C12=C(CCCC1)C(=O)OC2=O (cyclohexene-1,2-dicarboxylic anhydride), O (water). Solvent: C(C)(=O)O (acetic acid). Yields the product C1(C2=C(C(N1)=O)CCCC2)=O (3,4,5,6-tetrahydrophthalimide). As a reaction SMILES: [NH2:1]C1C=CC=CC=1.[C:8]12[C:17](=[O:18])O[C:14](=[O:15])[C:9]=1[CH2:10][CH2:11][CH2:12][CH2:13]2.O>C(O)(=O)C>[C:17]1(=[O:18])[NH:1][C:14](=[O:15])[C:9]2[CH2:10][CH2:11][CH2:12][CH2:13][C:8]1=2. Reported procedure: 4.5 g (0.017 mole) of the above aniline and 2.7 g (0.018 mole) of cyclohexene-1,2-dicarboxylic anhydride in 70 ml of glacial acetic acid are stirred for 3 hours at 70° C. After the mixture has been cooled, 100 ml of water are added and the precipitate is filtered off, washed with water and dried. 3.5 g (52%) of N-[4-tetrahydropyran-4-ylmethyl)-3,3-dihydro-2H-1,4-benzoxazin -3-on-6-yl]-3,4,5,6-tetrahydrophthalimide (mp. 187-189° C.) are obtained. Reactants: ClC=1C(=NC(=NC1)NC=1C(=NC=CC1)OC)N[C@@H](C)C1=NC=C(C=C1)F ((S)-5-chloro-N4-(1-(5-fluoropyridin-2-yl)ethyl)-N2-(2-methoxypyridin-3-yl) pyrimidine-2,4-diamine), Br (hydrogen bromide). Run at temperature 100 celsius. The product is ClC=1C(=NC(=NC1)NC=1C(NC=CC1)=O)N[C@@H](C)C1=NC=C(C=C1)F (3-[(5-chloro-4-{[(1S)-1-(5-fluoropyridin-2-yl)ethyl]amino}pyrimidin-2-yl)amino]pyridin-2(1H)-one). Isolated yield 87.1%. RXN SMILES: [Cl:1][C:2]1[C:3]([NH:17][C@H:18]([C:20]2[CH:25]=[CH:24][C:23]([F:26])=[CH:22][N:21]=2)[CH3:19])=[N:4][C:5]([NH:8][C:9]2[C:10]([O:15]C)=[N:11][CH:12]=[CH:13][CH:14]=2)=[N:6][CH:7]=1.Br>>[Cl:1][C:2]1[C:3]([NH:17][C@H:18]([C:20]2[CH:25]=[CH:24][C:23]([F:26])=[CH:22][N:21]=2)[CH3:19])=[N:4][C:5]([NH:8][C:9]2[C:10](=[O:15])[NH:11][CH:12]=[CH:13][CH:14]=2)=[N:6][CH:7]=1. Procedure: A mixture of (S)-5-chloro-N4-(1-(5-fluoropyridin-2-yl)ethyl)-N2-(2-methoxypyridin-3-yl) pyrimidine-2,4-diamine (Preparation 3b, 0.184 g, 0.49 mmol) and 48% aqueous hydrogen bromide solution (1.6 mL) was heated to 100° C. for 3 hours. The solvent was evaporated under reduced pressure and the residue was treated with a saturated aqueous solution of potassium carbonate and then extracted with ethyl acetate (×3). The combined organic extracts were dried (Na2SO4) and the solvent evaporated to yield t... The reactants are N,N′-Carbonyldiimidazole, COC1=CC(=C(C(=C1)C)S(=O)(=O)N1C(CCCC1)COCC(=O)O)C (2-((1-(4-methoxy-2,6-dimethylphenylsulfonyl)piperidin-2-yl)methoxy)acetic acid), C1NCCC2=CN=CC=C12 (1,2,3,4-tetrahydro-2,6-naphthyridine), C(O)([O-])=O.[Na+] (sodium hydrogen carbonate), C1N(CCC2=CN=CC=C12)C(COCC1N(CCCC1)S(=O)(=O)C1=C(C=C(C=C1C)OC)C)=O (1-(3,4-dihydro-2,6-naphthyridin-2(1H)-yl)-2-((1-(4-methoxy-2,6-dimethylphenylsulfonyl)piperidin-2-yl)methoxy)ethanone), C[Si](Cl)(C)C (trimethylchlorosilane). Solvent: ClCCl (dichloromethane), C(C)OCC (Diethyl ether), ClCCl (dichloromethane), C(C)C(=O)C (methyl ethyl ketone). Reaction conditions: time 1 hour. The product is Cl.C1N(CCC2=CN=CC=C12)C(COCC1N(CCCC1)S(=O)(=O)C1=C(C=C(C=C1C)OC)C)=O (1-(3,4-dihydro-2,6-naphthyridin-2(1H)-yl)-2-((1-(4-methoxy-2,6-dimethylphenylsulfonyl)piperidin-2-yl)methoxy)ethanone hydrochloride). As a reaction SMILES: COC1C=C(C)C(S(N2CCCCC2COCC(O)=O)(=O)=O)=C(C)C=1.C1C2C(=CN=CC=2)CCN1.C(=O)([O-])O.[Na+].[CH2:41]1[C:50]2[C:45](=[CH:46][N:47]=[CH:48][CH:49]=2)[CH2:44][CH2:43][N:42]1[C:51](=[O:74])[CH2:52][O:53][CH2:54][CH:55]1[CH2:60][CH2:59][CH2:58][CH2:57][N:56]1[S:61]([C:64]1[C:69]([CH3:70])=[CH:68][C:67]([O:71][CH3:72])=[CH:66][C:65]=1[CH3:73])(=[O:63])=[O:62].C[Si](C)(C)[Cl:77]>ClCCl.C(C(C)=O)C.C(OCC)C>[ClH:77].[CH2:41]1[C:50]2[C:45](=[CH:46][N:47]=[CH:48][CH:49]=2)[CH2:44][CH2:43][N:42]1[C:51](=[O:74])[CH2:52][O:53][CH2:54][CH:55]1[CH2:60][CH2:59][CH2:58][CH2:57][N:56]1[S:61]([C:64]1[C:69]([CH3:70])=[CH:68][C:67]([O:71][CH3:72])=[CH:66][C:65]=1[CH3:73])(=[O:63])=[O:62] |f:2.3,9.10|. Reported procedure: N,N′-Carbonyldiimidazole (68 mg, 0.424 mmol) was added to a solution of 2-((1-(4-methoxy-2,6-dimethylphenylsulfonyl)piperidin-2-yl)methoxy)acetic acid (150 mg, 0.404 mmol) in dichloromethane (4 ml), and the mixture was stirred for 1 h at room temperature. A solution of 1,2,3,4-tetrahydro-2,6-naphthyridine (54 mg, 0.404 mmol) in dichloromethane (1 ml) was then added, and the reaction mixture was stirred for 15 h at room temperature. Saturated sodium hydrogen carbonate solution (5 ml) was then add... The solvent is O (water), C(C)(C)O (isopropanol), C(C)(=O)O (acetic acid), O1CCCC1 (tetrahydrofuran), O1CCCC1 (tetrahydrofuran). Reported procedure: 4-(2-Chloro-7-methylthieno[3,2-d]pyrimidin-4-yl)morpholine VI (27.0 g, 100 mmol) was charged to a suitably sized reactor and tetrahydrofuran (anhydrous, 270 mL) was added. The reaction mixture was cooled to below −10° C., and a 20 wt % solution of i-PrMgCl in tetrahydrofuran (25.7 g, 50.0 mmol) was slowly added, followed by a slow addition of a 25 wt % solution of n-BuLi in heptane (30.0 g, 117 mmol) while an internal temperature below −10° C. was maintained. The mixture was allowed to stir at b... Reaction SMILES: [Cl:1][C:2]1[N:3]=[C:4]([N:12]2[CH2:17][CH2:16][O:15][CH2:14][CH2:13]2)[C:5]2[S:10][CH:9]=[C:8]([CH3:11])[C:6]=2[N:7]=1.C([Mg]Cl)(C)C.[Li]CCCC.CCCCCCC.CN(C)[CH:37]=[O:38].Cl>O.C(O)(C)C.C(O)(=O)C.O1CCCC1>[Cl:1][C:2]1[N:3]=[C:4]([N:12]2[CH2:13][CH2:14][O:15][CH2:16][CH2:17]2)[C:5]2[S:10][C:9]([CH:37]=[O:38])=[C:8]([CH3:11])[C:6]=2[N:7]=1. Run at temperature 52.5 celsius, time 2 hour. The yield is 98.1%. Product: ClC=1N=C(C2=C(N1)C(=C(S2)C=O)C)N2CCOCC2 (2-chloro-7-methyl-4-morpholinothieno[3,2-d]pyrimidine-6-carbaldehyde). Starting materials: CN(C=O)C (N,N-dimethylformamide), Cl (hydrochloric acid), ClC=1N=C(C2=C(N1)C(=CS2)C)N2CCOCC2 (4-(2-Chloro-7-methylthieno[3,2-d]pyrimidin-4-yl)morpholine), C(C)(C)[Mg]Cl (i-PrMgCl), [Li]CCCC (n-BuLi), CCCCCCC (heptane). Starting materials: [Si](C)(C)(C(C)(C)C)OCC(=O)C1=CC=C(C=C1)[N+](=O)[O-] (2-(tert-butyldimethylsilyloxy)-1-(4-nitrophenyl)ethanone), [Cl-].[NH4+] (ammonium chloride). The reagents and catalysts are [Zn] (Zinc). Run in CO (methanol). Reaction conditions: time 1 hour. Product: NC1=CC=C(C=C1)C(CO[Si](C)(C)C(C)(C)C)=O (1-(4-amino-phenyl)-2-(tert-butyl-dimethyl-silanyloxy)-ethanone). The yield is 82.4%. RXN SMILES: [Si:1]([O:8][CH2:9][C:10]([C:12]1[CH:17]=[CH:16][C:15]([N+:18]([O-])=O)=[CH:14][CH:13]=1)=[O:11])([C:4]([CH3:7])([CH3:6])[CH3:5])([CH3:3])[CH3:2].[Cl-].[NH4+]>CO.[Zn]>[NH2:18][C:15]1[CH:16]=[CH:17][C:12]([C:10](=[O:11])[CH2:9][O:8][Si:1]([C:4]([CH3:6])([CH3:5])[CH3:7])([CH3:3])[CH3:2])=[CH:13][CH:14]=1 |f:1.2|. Reported procedure: To a solution of 2-(tert-butyldimethylsilyloxy)-1-(4-nitrophenyl)ethanone (0.54 g, 1.83 mmol) in methanol (60 mL) was added an aqueous solution (15 mL) of ammonium chloride (0.98 g, 18.3 mmol), followed by the addition of Zinc (1.2 g, 18.3 mmol). The reaction mixture was stirred at room temperature for 1 h. The mixture was filtered through a short pad of celite. The filtrate was concentrated to a small volume, then hen partitioned between ethyl acetate and water. The organic layer was separated,... Reactants: CCCCNc1nc(N)c2nc(OC)n(CC3CCCCO3)c2n1, C1COCCO1, CO, Cl. Product: CCCCNc1nc(N)c2[nH]c(=O)n(CC3CCCCO3)c2n1. Reaction SMILES: [CH2:1]([CH2:2][CH2:3][CH3:4])[NH:5][c:6]1[n:7][c:8]([NH2:24])[c:9]2[n:10][c:11]([O:22][CH3:23])[n:12]([CH2:15][CH:16]3[O:17][CH2:18][CH2:19][CH2:20][CH2:21]3)[c:13]2[n:14]1.[CH2:28]1[O:29][CH2:30][CH2:31][O:32][CH2:33]1.[CH3:26][OH:27].[ClH:25]>>[CH2:1]([CH2:2][CH2:3][CH3:4])[NH:5][c:6]1[n:7][c:8]([NH2:24])[c:9]2[nH:10][c:11](=[O:22])[n:12]([CH2:15][CH:16]3[O:17][CH2:18][CH2:19][CH2:20][CH2:21]3)[c:13]2[n:14]1. The reactants are CCC=CCCO, CN(C)c1ccccn1, ClCCl, Cl, O=C1CCC(=O)O1, c1ccncc1. Product: CCC=CCCOC(=O)CCC(=O)O. RXN SMILES: [CH2:8]([CH2:9][CH:10]=[CH:11][CH2:12][CH3:13])[OH:14].[CH3:15][N:16]([c:17]1[cH:18][cH:19][cH:20][cH:21][n:22]1)[CH3:23].[Cl:25][CH2:26][Cl:27].[ClH:24].[O:1]=[C:2]1[CH2:3][CH2:4][C:5](=[O:6])[O:7]1.[cH:28]1[cH:29][cH:30][n:31][cH:32][cH:33]1>>[O:1]=[C:2]([CH2:3][CH2:4][C:5](=[O:6])[O:14][CH2:8][CH2:9][CH:10]=[CH:11][CH2:12][CH3:13])[OH:7].